The task is: describe an organic reaction: reactants, conditions, products, and yield. This data is from the Open Reaction Database (ORD), a public repository of structured organic reaction records. Reagents/catalysts: C=1C=CC(=CC1)[P](C=2C=CC=CC2)(C=3C=CC=CC3)[Pd]([P](C=4C=CC=CC4)(C=5C=CC=CC5)C=6C=CC=CC6)([P](C=7C=CC=CC7)(C=8C=CC=CC8)C=9C=CC=CC9)[P](C=1C=CC=CC1)(C=1C=CC=CC1)C=1C=CC=CC1 (tetrakis(triphenylphosphine)palladium(0)). Starting materials: BrC1=NC=C(C=N1)Br (2,5-dibromopyrimidine), C(CCCCCCCCCCC)OC1=NC=C(C=C1)B(O)O (2-dodecyloxypyridine-5-boronic acid), C([O-])([O-])=O.[Na+].[Na+] (sodium carbonate). Yields the product BrC=1C=NC(=NC1)C=1C=NC(=CC1)OCCCCCCCCCCCC (5-bromo2-(6-dodecyloxypyridin-3-yl)pyrimidine). Reaction SMILES: Br[C:2]1[N:7]=[CH:6][C:5]([Br:8])=[CH:4][N:3]=1.[CH2:9]([O:21][C:22]1[CH:27]=[CH:26][C:25](B(O)O)=[CH:24][N:23]=1)[CH2:10][CH2:11][CH2:12][CH2:13][CH2:14][CH2:15][CH2:16][CH2:17][CH2:18][CH2:19][CH3:20].C(=O)([O-])[O-].[Na+].[Na+]>C1(C)C=CC=CC=1.C(O)C.O.C1C=CC([P]([Pd]([P](C2C=CC=CC=2)(C2C=CC=CC=2)C2C=CC=CC=2)([P](C2C=CC=CC=2)(C2C=CC=CC=2)C2C=CC=CC=2)[P](C2C=CC=CC=2)(C2C=CC=CC=2)C2C=CC=CC=2)(C2C=CC=CC=2)C2C=CC=CC=2)=CC=1>[Br:8][C:5]1[CH:4]=[N:3][C:2]([C:25]2[CH:24]=[N:23][C:22]([O:21][CH2:9][CH2:10][CH2:11][CH2:12][CH2:13][CH2:14][CH2:15][CH2:16][CH2:17][CH2:18][CH2:19][CH3:20])=[CH:27][CH:26]=2)=[N:7][CH:6]=1 |f:2.3.4,^1:51,53,72,91|. Procedure details: A reaction of 35 mmol of 2,5-dibromopyrimidine, 27 mmol of 2-dodecyloxypyridine-5-boronic acid, 64 mmol of sodium carbonate and 0.3 mmol of tetrakis(triphenylphosphine)palladium(0) in 210 ml of toluene, 135 ml of ethanol and 70 ml of water is carried out analogously to the procedure indicated for precursor 3. Corresponding purification gives 3.9 g (35%) of a colorless solid. Yield: 34.4%. Solvent: C1(=CC=CC=C1)C (toluene), C(C)O (ethanol), O (water).